Dataset: the Open Reaction Database (ORD), a public repository of structured organic reaction records. Task: describe an organic reaction: reactants, conditions, products, and yield Reactants: CNC(=O)c1oc(C(C)(C)C)cc1N, Cc1ccccc1, O=C=Nc1ccc(F)cc1. The product is CNC(=O)c1oc(C(C)(C)C)cc1NC(=O)Nc1ccc(F)cc1. As a reaction SMILES: [CH3:1][NH:2][C:3](=[O:4])[c:5]1[o:6][c:7]([C:11]([CH3:12])([CH3:13])[CH3:14])[cH:8][c:9]1[NH2:10].[CH3:25][c:26]1[cH:27][cH:28][cH:29][cH:30][cH:31]1.[F:15][c:16]1[cH:17][cH:18][c:19]([N:22]=[C:23]=[O:24])[cH:20][cH:21]1>>[CH3:1][NH:2][C:3](=[O:4])[c:5]1[o:6][c:7]([C:11]([CH3:12])([CH3:13])[CH3:14])[cH:8][c:9]1[NH:10][C:23]([NH:22][c:19]1[cH:18][cH:17][c:16]([F:15])[cH:21][cH:20]1)=[O:24]. The reactants are COC(=O)N1CC[C@@H]2[C@](CCC[C@H]12)(C#CC=1C=C(C=CC1)C)O ((3aS,4R,7aS)-4-hydroxy-4-m-tolylethynyl-octahydro-indole-1-carboxylic acid methyl ester), C(CC)N(C(CCC(=O)O)=O)CCC (4-(dipropylamino)-4-oxobutanoic acid). Yields the product C(CC)N(C(CCC(=O)O[C@@]1([C@@H]2CCN([C@@H]2CCC1)C(=O)OC)C#CC=1C=C(C=CC1)C)=O)CCC ((3aR,4S,7aR)-methyl 4-(4-(dipropylamino)-4-oxobutanoyloxy)-4-(m-tolylethynyl)octahydro-1H-indole-1-carboxylate). RXN SMILES: [CH3:1][O:2][C:3]([N:5]1[C@@H:13]2[C@@H:8]([C@@:9]([OH:23])([C:14]#[C:15][C:16]3[CH:17]=[C:18]([CH3:22])[CH:19]=[CH:20][CH:21]=3)[CH2:10][CH2:11][CH2:12]2)[CH2:7][CH2:6]1)=[O:4].[CH2:24]([N:27]([CH2:35][CH2:36][CH3:37])[C:28](=[O:34])[CH2:29][CH2:30][C:31](O)=[O:32])[CH2:25][CH3:26]>>[CH2:35]([N:27]([CH2:24][CH2:25][CH3:26])[C:28](=[O:34])[CH2:29][CH2:30][C:31]([O:23][C@@:9]1([C:14]#[C:15][C:16]2[CH:17]=[C:18]([CH3:22])[CH:19]=[CH:20][CH:21]=2)[CH2:10][CH2:11][CH2:12][C@@H:13]2[C@H:8]1[CH2:7][CH2:6][N:5]2[C:3]([O:2][CH3:1])=[O:4])=[O:32])[CH2:36][CH3:37]. Procedure details: Synthesis in analogy to the General Method 1 starting from (3aS,4R,7aS)-4-hydroxy-4-m-tolylethynyl-octahydro-indole-1-carboxylic acid methyl ester and 4-(dipropylamino)-4-oxobutanoic acid to yield (3aR,4S,7aR)-methyl 4-(4-(dipropylamino)-4-oxobutanoyloxy)-4-(m-tolylethynyl)octahydro-1H-indole-1-carboxylate. MS [M+H]=296 (ester elimination ion); RT=7.771 min; LC/MS LC-MS Method III Reactants: CC(=O)c1ccc(-c2ccccc2)c(F)c1, CCOC(=O)CBr, ClP(Cl)Cl, Cl, O, [Zn], c1ccccc1. Product: CCOC(=O)C=C(C)c1ccc(-c2ccccc2)c(F)c1. RXN SMILES: [C:1]([CH3:2])(=[O:3])[c:4]1[cH:5][c:6]([F:16])[c:7](-[c:10]2[cH:11][cH:12][cH:13][cH:14][cH:15]2)[cH:8][cH:9]1.[CH2:17]([CH3:18])[O:19][C:20]([CH2:21][Br:22])=[O:23].[Cl:25][P:26]([Cl:27])[Cl:28].[ClH:24].[OH2:36].[Zn:35].[cH:29]1[cH:30][cH:31][cH:32][cH:33][cH:34]1>>[C:1]([CH3:2])([c:4]1[cH:5][c:6]([F:16])[c:7](-[c:10]2[cH:11][cH:12][cH:13][cH:14][cH:15]2)[cH:8][cH:9]1)=[CH:21][C:20]([O:19][CH2:17][CH3:18])=[O:23]. Reactants: CC=1NC2=CC=C(C=C2C1C)C(=O)OCC=C (allyl 2,3-dimethyl-1H-indole-5-carboxylate), BrCC=1C=C(O[C@H](C(=O)OC)C)C=CC1 ((S)-methyl 2-(3-(bromomethyl)phenoxy)propanoate), [H-].[Na+] (sodium hydride). Run in CN(C)C=O (DMF). Reaction conditions: time 2 hour. Product: COC([C@H](C)OC=1C=C(CN2C(=C(C3=CC(=CC=C23)C(=O)OCC=C)C)C)C=CC1)=O ((S)-allyl 1-(3-((1-methoxy-1-oxopropan-2-yl)oxy)benzyl)-2,3-dimethyl-1H-indole-5-carboxylate). Reaction SMILES: [CH3:1][C:2]1[NH:3][C:4]2[C:9]([C:10]=1[CH3:11])=[CH:8][C:7]([C:12]([O:14][CH2:15][CH:16]=[CH2:17])=[O:13])=[CH:6][CH:5]=2.Br[CH2:19][C:20]1[CH:21]=[C:22]([CH:30]=[CH:31][CH:32]=1)[O:23][C@@H:24]([CH3:29])[C:25]([O:27][CH3:28])=[O:26].[H-].[Na+]>CN(C=O)C>[CH3:28][O:27][C:25](=[O:26])[C@@H:24]([O:23][C:22]1[CH:21]=[C:20]([CH:32]=[CH:31][CH:30]=1)[CH2:19][N:3]1[C:4]2[C:9](=[CH:8][C:7]([C:12]([O:14][CH2:15][CH:16]=[CH2:17])=[O:13])=[CH:6][CH:5]=2)[C:10]([CH3:11])=[C:2]1[CH3:1])[CH3:29] |f:2.3|. Procedure details: To a solution of allyl 2,3-dimethyl-1H-indole-5-carboxylate (1.0 g, 4.4 mmol, 1 equiv) and (S)-methyl 2-(3-(bromomethyl)phenoxy)propanoate (1.30 g, 4.84 mmol, 1.1 equiv) in anhydrous DMF (30 mL) under argon atmosphere was added sodium hydride (211 mg, 8.8 mmol, 2 equiv) in small portions. The mixture was stirred 2 h at room temperature. The reaction mixture was then quenched slowly with a solution of HCl 0.5 N. The residue was dissolved in AcOEt, washed with a saturated NaHCO3 solution and brine... Starting materials: C(C)(=O)NC1=CC=C(C=C1)N1CN=C2C(=C1N)C=CO2 (3-(4-Acetamidophenyl)-4-aminofuro[2,3-d]pyrimidine). The solvent is [OH-].[K+] (potassium hydroxide), CCO (EtOH), O (water). Conditions: temperature 60 celsius. Product: NC1=C2C(=NCN1C1=CC=C(C=C1)N)OC=C2 (4-Amino-3-(4-aminophenyl)furo[2,3-d]pyrimidine). Yield: 57.7%. Reaction SMILES: C([NH:4][C:5]1[CH:10]=[CH:9][C:8]([N:11]2[C:16]([NH2:17])=[C:15]3[CH:18]=[CH:19][O:20][C:14]3=[N:13][CH2:12]2)=[CH:7][CH:6]=1)(=O)C>[OH-].[K+].CCO.O>[NH2:17][C:16]1[N:11]([C:8]2[CH:7]=[CH:6][C:5]([NH2:4])=[CH:10][CH:9]=2)[CH2:12][N:13]=[C:14]2[O:20][CH:19]=[CH:18][C:15]=12 |f:1.2|. Procedure: Compound 3-(4-acetamidophenyl)-4-aminofuro[2,3-d]pyrimidine 8 (242 mg) was dissolved in 2 M potassium hydroxide in the mixture of EtOH (16 mL) and water (4 mL). The mixture was heated (60° C.) for 24 h then concentrated in vacuo. Residual oil was triturated with cold water (6 mL) to give precipitation, which was filtrated, washed with water, and dried under the reduced pressure. The compound 9 (118 mg) as pale orange colored was obtained. MS(ES) m/e 227M+H]. Starting materials: N1C=C(C=C1)C(=O)O (1H-pyrrole-3-carboxylic acid), ClC1=C(C(=O)Cl)C=CC=N1 (2-chloronicotinoyl chloride), [Sn](Cl)(Cl)(Cl)Cl (tin (IV) chloride), C(C)OC(=O)C1=CNC=C1 (1H-pyrrole-3-carboxylic acid ethyl ester). Solvent: C1=CC=CC=C1 (benzene), C1=CC=CC=C1 (benzene), C(C)(=O)OCC (ethyl acetate). Run at time 8 hour. The product is C(C)OC(=O)C1=CNC=C1C(=O)C=1C(=NC=CC1)Cl (4-(2-chloro-pyridine-3-carbonyl)-1H-pyrrole-3-carboxylic acid ethyl ester). The yield is 10.0%. As a reaction SMILES: [CH2:1]([O:3][C:4]([C:6]1[CH:10]=[CH:9][NH:8][CH:7]=1)=[O:5])[CH3:2].N1C=CC(C(O)=O)=C1.[Cl:19][C:20]1[N:28]=[CH:27][CH:26]=[CH:25][C:21]=1[C:22](Cl)=[O:23].[Sn](Cl)(Cl)(Cl)Cl>C1C=CC=CC=1.C(OCC)(=O)C>[CH2:1]([O:3][C:4]([C:6]1[C:10]([C:22]([C:21]2[C:20]([Cl:19])=[N:28][CH:27]=[CH:26][CH:25]=2)=[O:23])=[CH:9][NH:8][CH:7]=1)=[O:5])[CH3:2]. Reported procedure: To a mixture of 1H-pyrrole-3-carboxylic acid ethyl ester (2 g, 14.4 mmol) (synthesized from 1H-pyrrole-3-carboxylic acid suing the same procedure as in Example 30) and 2-chloronicotinoyl chloride (4.4 mg, 25 mmol) in dry benzene (10 mL) at 0° C. was added dropwise a solution of tin (IV) chloride (0.7 g) in dry benzene (5 mL). The mixture was allowed to warm up slowly to room temperature and stirred for overnight. The reaction was diluted with ethyl acetate, washed with brine and concentrated. Th... The reactants are ClCC1=NC2=CC(=C(C=C2C=C1)C)C (2-chloromethyl-6,7-dimethyl-quinoline), CC=1C=C2C=CC(=NC2=CC1C)COC=1C=C(N)C=CC1 (3-(6,7-dimethyl-2-quinolinylmethoxy)aniline), [H-].[Na+] (NaH), NC=1C=C(C=CC1)O (3-aminophenol), C(C)(=O)OCC (ethyl acetate). Solvent: CN(C)C=O (DMF). Conditions: time 30 minute. The product is CC=1C=C2C=CC(=NC2=CC1C)COC=1C=C(C=CC1)NC(CC(C(=O)O)(CC)CC)=O (4-[3-(6,7-dimethyl-2-quinolinylmethoxy)phenylamino]-2,2-diethyl-4-oxobutanoic acid). RXN SMILES: [CH3:1][C:2]1[CH:3]=[C:4]2[C:9](=[CH:10][C:11]=1[CH3:12])[N:8]=[C:7]([CH2:13][O:14][C:15]1[CH:16]=[C:17]([CH:19]=[CH:20][CH:21]=1)[NH2:18])[CH:6]=[CH:5]2.[H-].[Na+].N[C:25]1C=[C:27]([OH:31])[CH:28]=[CH:29][CH:30]=1.ClCC1C=CC2C(=C[C:38]([CH3:45])=C(C)C=2)N=1.[C:46]([O:49]CC)(=[O:48])C>CN(C=O)C>[CH3:1][C:2]1[CH:3]=[C:4]2[C:9](=[CH:10][C:11]=1[CH3:12])[N:8]=[C:7]([CH2:13][O:14][C:15]1[CH:16]=[C:17]([NH:18][C:27](=[O:31])[CH2:28][C:29]([CH2:30][CH3:25])([CH2:38][CH3:45])[C:46]([OH:49])=[O:48])[CH:19]=[CH:20][CH:21]=1)[CH:6]=[CH:5]2 |f:1.2|. Procedure details: 3-(6,7-dimethyl-2-quinolinylmethoxy)aniline: 0.35 g of NaH (95%) is added at 0° to a solution of 1.51 g of 3-aminophenol in 30 ml of DMF and then the batch is stirred for 30 min. at 0°. 2.8 g of 2-chloromethyl-6,7-dimethyl-quinoline in solid form are then added and the batch is stirred for a further one hour at 0° and for another hour at 20°. It is then diluted with ethyl acetate, washed with water, dried over Na2SO4 and concentrated by evaporation. The evaporation residue is chromatographed on ...